From a dataset of the Open Reaction Database (ORD), a public repository of structured organic reaction records. describe an organic reaction: reactants, conditions, products, and yield Starting materials: [Cl-].C(C)(C)C1=C(C(=CC=C1)C(C)C)[NH+]1CN(CC1)C1=C(C=CC=C1C(C)C)C(C)C (1,3-bis(2,6-diisopropylphenyl)imidazolinium chloride), C1CCOC1 (THF), FeF3.3H2O, COC1=CC=C(C=C1)[Mg]Br (p-methoxyphenylmagnesium bromide), ClC1=CC(=C(C=C1)F)F (4-chloro-1,2-difluorobenzene). Solvent: C1(=CC=CC=C1)C (toluene), CCCCCC (hexane). Run at time 24 hour. Product: FC=1C=C(C=CC1F)C1=CC=C(C=C1)OC (3,4-difluoro-4′-methoxybiphenyl). The yield is 92.0%. As a reaction SMILES: C1COCC1.[CH3:6][O:7][C:8]1[CH:13]=[CH:12][C:11]([Mg]Br)=[CH:10][CH:9]=1.Cl[C:17]1[CH:22]=[CH:21][C:20]([F:23])=[C:19]([F:24])[CH:18]=1.[Cl-].C(C1C=CC=C(C(C)C)C=1[NH+]1CCN(C2C(C(C)C)=CC=CC=2C(C)C)C1)(C)C>CCCCCC.C1(C)C=CC=CC=1>[F:23][C:20]1[CH:21]=[C:22]([C:11]2[CH:12]=[CH:13][C:8]([O:7][CH3:6])=[CH:9][CH:10]=2)[CH:17]=[CH:18][C:19]=1[F:24] |f:3.4|. Procedure details: Using a THF solution of p-methoxyphenylmagnesium bromide (2.34 mL, 0.64 M, 1.5 mmol), 4-chloro-1,2-difluorobenzene (148.6 mg, 1.0 mmol), FeF3.3H2O (8.34 mg, 0.05 mmol) and 1,3-bis(2,6-diisopropylphenyl)imidazolinium chloride (64.1 mg, 0.15 mmol) as starting materials, the reaction was performed at a scale of 1.0 mmol at 60° C. for 24 hours, and then at 80° C. for 12 hours, in the same manner as in Example 2. After performing silica gel column chromatography (toluene=15, 30 and 50% in hexane), th... Starting materials: C(CCC)[C@@H]1N[C@H](CC=2C3=CC=CC=C3NC12)C(=O)OC (methyl (1RS,3SR)-trans-1-butyl-1,2,3,4-tetrahydro-β-carboline-3-carboxylate), [OH-].[Na+] (NaOH). The solvent is CO (methanol). The product is C(CCC)[C@@H]1N[C@H](CC=2C3=CC=CC=C3NC12)C(=O)O ((1RS,3SR)-trans-1-Butyl-1,2,3,4-tetrahydro-β-carboline-3-carboxylic acid). Isolated yield 79.4%. Reaction SMILES: [CH2:1]([C@H:5]1[C:17]2[NH:16][C:15]3[C:10](=[CH:11][CH:12]=[CH:13][CH:14]=3)[C:9]=2[CH2:8][C@H:7]([C:18]([O:20]C)=[O:19])[NH:6]1)[CH2:2][CH2:3][CH3:4].[OH-].[Na+]>CO>[CH2:1]([C@H:5]1[C:17]2[NH:16][C:15]3[C:10](=[CH:11][CH:12]=[CH:13][CH:14]=3)[C:9]=2[CH2:8][C@H:7]([C:18]([OH:20])=[O:19])[NH:6]1)[CH2:2][CH2:3][CH3:4] |f:1.2|. Procedure: In the same manner as described in Reference Example 2-(1) using methyl (1RS,3SR)-trans-1-butyl-1,2,3,4-tetrahydro-β-carboline-3-carboxylate (2.0 g), 1N NaOH (8.2 ml) and methanol (35 ml), there is obtained the title compound (1.51 g, 79%) as colorless needles, m.p. 204°-205° C. The reactants are C(=O)(C(F)(F)F)O (TFA), S1C(=CC=C1)C1=CC=C(S1)C=O (5-(Thiophen-2-yl)thiophene-2-carbaldehyde), NC=1SC(=C(C1C(=O)OCC)C(=O)OCC)N (diethyl 2,5-diaminothiophene-3,4-dicarboxylate). Solvent: C(C)(C)O (isopropanol). Product: S1C(=CC=C1)C1=CC=C(S1)C=NC=1SC(=C(C1C(=O)OCC)C(=O)OCC)N=CC=1SC(=CC1)C=1SC=CC1 (diethyl 2,5-bis((5-(thiophen-2-yl)thiophen-2-yl)methyleneamino)thiophene-3,4-dicarboxylate), powder. Yield: 50.0%. Reaction SMILES: [S:1]1[CH:5]=[CH:4][CH:3]=[C:2]1[C:6]1[S:10][C:9]([CH:11]=O)=[CH:8][CH:7]=1.[NH2:13][C:14]1[S:15][C:16]([NH2:29])=[C:17]([C:24]([O:26][CH2:27][CH3:28])=[O:25])[C:18]=1[C:19]([O:21][CH2:22][CH3:23])=[O:20].[C:30](O)([C:32](F)(F)F)=O>C(O)(C)C>[S:1]1[CH:5]=[CH:4][CH:3]=[C:2]1[C:6]1[S:10][C:30]([CH:32]=[N:13][C:14]2[S:15][C:16]([N:29]=[CH:11][C:9]3[S:10][C:6]([C:2]4[S:1][CH:5]=[CH:4][CH:3]=4)=[CH:7][CH:8]=3)=[C:17]([C:24]([O:26][CH2:27][CH3:28])=[O:25])[C:18]=2[C:19]([O:21][CH2:22][CH3:23])=[O:20])=[CH:8][CH:7]=1. Procedure details: 5-(Thiophen-2-yl)thiophene-2-carbaldehyde (75 mg) was added to diethyl 2,5-diaminothiophene-3,4-dicarboxylate (49 mg) and the solution was refluxed in isopropanol for four hours in the presence of a catalytic amount of TFA. The title compound was isolated as a red powder (58 mg, 50%) following column chromatography. M.p.: 130°-132° C. 1H-NMR (300 MHz, [D] acetone): δ=8.69 (s, 2H), 7.76 (d, 2H, 3J=4.1 Hz), 7.66 (d, 2H, 3J=6.1 Hz), 7.53 (d, 2H, 3J=3.7 Hz), 7.46 (d, 2H, 3J=4.0 Hz), 7.16 (t, 2H, 3J=... Reactants: N(=[N+]=[N-])C1CCCN(C2=C1C=CC=C2)C(C2=CC=C(C=C2)NC(C2=C(C=CC=C2)C)=O)=O (5-Azido-1-[4-(2-methylbenzoylamino)benzoyl]-2,3,4,5-tetrahydro-1H-benzazepine), [H][H] (hydrogen). The reagents and catalysts are [Pd] (Pd-C). Solvent: C(C)O (ethanol). Yields the product NC1CCCN(C2=C1C=CC=C2)C(C2=CC=C(C=C2)NC(C2=C(C=CC=C2)C)=O)=O (5-amino-1-[4-(2-methylbenzoylamino)benzoyl]-2,3,4,5-tetrahydro-1H-benzazepine). The yield is 57.5%. As a reaction SMILES: [N:1]([CH:4]1[C:10]2[CH:11]=[CH:12][CH:13]=[CH:14][C:9]=2[N:8]([C:15](=[O:32])[C:16]2[CH:21]=[CH:20][C:19]([NH:22][C:23](=[O:31])[C:24]3[CH:29]=[CH:28][CH:27]=[CH:26][C:25]=3[CH3:30])=[CH:18][CH:17]=2)[CH2:7][CH2:6][CH2:5]1)=[N+]=[N-].[H][H]>C(O)C.[Pd]>[NH2:1][CH:4]1[C:10]2[CH:11]=[CH:12][CH:13]=[CH:14][C:9]=2[N:8]([C:15](=[O:32])[C:16]2[CH:21]=[CH:20][C:19]([NH:22][C:23](=[O:31])[C:24]3[CH:29]=[CH:28][CH:27]=[CH:26][C:25]=3[CH3:30])=[CH:18][CH:17]=2)[CH2:7][CH2:6][CH2:5]1. Reported procedure: 5-Azido-1-[4-(2-methylbenzoylamino)benzoyl]-2,3,4,5-tetrahydro-1H-benzazepine (0.63 g) is dissolved in ethanol and thereto is added 10% Pd-C (0.1 g). The mixture is subjected to catalytic hydrogenation at room temperature under 1 atm. of hydrogen. Pd-C is removed by filtration and the filtrate is evaporated. The resulting residue is purified by silica gel column chromatography (eluent; dichloromethane:methanol=50:1), and recrystallized from diethyl ether to give 5-amino-1-[4-(2-methylbenzoylamin... Reactants: BrCCCCCBr, CCN(C(C)C)C(C)C, CC#N, [I-], Nc1ccc2c(c1)C(=O)NC2, [Na+]. The product is O=C1NCc2ccc(N3CCCCC3)cc21. Reaction SMILES: [Br:14][CH2:15][CH2:16][CH2:17][CH2:18][CH2:19][Br:20].[CH2:21]([N:22]([CH:23]([CH3:24])[CH3:25])[CH:26]([CH3:27])[CH3:28])[CH3:29].[CH3:30][C:31]#[N:32].[I-:13].[NH2:1][c:2]1[cH:3][cH:4][c:5]2[c:9]([cH:10]1)[C:8](=[O:11])[NH:7][CH2:6]2.[Na+:12]>>[N:1]1([c:2]2[cH:3][cH:4][c:5]3[c:9]([cH:10]2)[C:8](=[O:11])[NH:7][CH2:6]3)[CH2:15][CH2:16][CH2:17][CH2:18][CH2:19]1.